This data is from the Open Reaction Database (ORD), a public repository of structured organic reaction records. The task is: describe an organic reaction: reactants, conditions, products, and yield The reactants are C1CCOC1, CCCCCC, C[Si](C)(C)Cl, CCOCC, [Li]CCCC, CC(C)NC(C)C, FC(F)(F)c1cc(Cl)nc(Cl)c1. The product is C[Si](C)(C)c1c(C(F)(F)F)cc(Cl)nc1Cl. As a reaction SMILES: [CH2:36]1[O:37][CH2:38][CH2:39][CH2:40]1.[CH3:13][CH2:14][CH2:15][CH2:16][CH2:17][CH3:18].[CH3:31][Si:32]([CH3:33])([CH3:34])[Cl:35].[CH3:41][CH2:42][O:43][CH2:44][CH3:45].[CH3:8][CH2:9][CH2:10][CH2:11][Li:12].[CH:1]([NH:2][CH:3]([CH3:4])[CH3:5])([CH3:6])[CH3:7].[Cl:19][c:20]1[n:21][c:22]([Cl:30])[cH:23][c:24]([C:26]([F:27])([F:28])[F:29])[cH:25]1>>[Cl:19][c:20]1[n:21][c:22]([Cl:30])[cH:23][c:24]([C:26]([F:27])([F:28])[F:29])[c:25]1[Si:32]([CH3:31])([CH3:33])[CH3:34]. Reactants: C(C)(=O)OC(C)=O (acetic anhydride), NC1=CC=C(C=C1)C12C(NC(C2C1)=O)=O (1-(4-aminophenyl)-3-azabicyclo[3.1.0]hexane-2,4-dione), CN(C)CCC (dimethylaminopropane), C(C)O (ethanol). Run in O1CCCC1 (tetrahydrofuran). Reaction conditions: time 8 hour. The product is C(C)(=O)NC1=CC=C(C=C1)C12C(NC(C2C1)=O)=O (1-(4-Acetylaminophenyl)-3-azabicyclo[3.1.0]hexane-2,4-dione). As a reaction SMILES: [C:1](OC(=O)C)(=[O:3])[CH3:2].[NH2:8][C:9]1[CH:14]=[CH:13][C:12]([C:15]23[CH2:20][CH:19]2[C:18](=[O:21])[NH:17][C:16]3=[O:22])=[CH:11][CH:10]=1.CN(CCC)C.C(O)C>O1CCCC1>[C:1]([NH:8][C:9]1[CH:10]=[CH:11][C:12]([C:15]23[CH2:20][CH:19]2[C:18](=[O:21])[NH:17][C:16]3=[O:22])=[CH:13][CH:14]=1)(=[O:3])[CH3:2]. Procedure: A solution of 2.4 ml of acetic anhydride in 10 ml of tetrahydrofuran is added dropwise to a solution of 4 g of 1-(4-aminophenyl)-3-azabicyclo[3.1.0]hexane-2,4-dione and 120 mg of dimethylaminopropane in 150 ml of tetradrofuran, and the mixture is stirred overnight at room temperature. Then 0.5 ml of ethanol is added to the reaction mixture, which is stirred for 1 hour and filtered. The crystals so obtained are washed with tetrahydrofuran and ether, affording white crystals of the title compound ... Starting materials: ClC1=CC2=C(N=C(S2)N2CCC(CC2)CCOC=2C=C(C=CC2C)CC#N)C=C1 ([3-{2-[1-(6-chlorobenzothiazole-2-yl)piperidine-4-yl]ethoxy}-4-methylphenyl]acetonitrile), [OH-].[Na+] (sodium hydroxide), O (water). The solvent is C(C)O (ethanol). Reaction conditions: temperature 80 celsius, time 6 hour. Yields the product ClC1=CC2=C(N=C(S2)N2CCC(CC2)CCOC=2C=C(C=CC2C)CC(=O)O)C=C1 (3-{2-[1-(6-chlorobenzothiazole-2-yl)piperidine-4-yl]ethoxy}-4-methylphenyl acetic acid). As a reaction SMILES: [Cl:1][C:2]1[CH:29]=[CH:28][C:5]2[N:6]=[C:7]([N:9]3[CH2:14][CH2:13][CH:12]([CH2:15][CH2:16][O:17][C:18]4[CH:19]=[C:20]([CH2:25][C:26]#N)[CH:21]=[CH:22][C:23]=4[CH3:24])[CH2:11][CH2:10]3)[S:8][C:4]=2[CH:3]=1.[OH-:30].[Na+].[OH2:32]>C(O)C>[Cl:1][C:2]1[CH:29]=[CH:28][C:5]2[N:6]=[C:7]([N:9]3[CH2:14][CH2:13][CH:12]([CH2:15][CH2:16][O:17][C:18]4[CH:19]=[C:20]([CH2:25][C:26]([OH:32])=[O:30])[CH:21]=[CH:22][C:23]=4[CH3:24])[CH2:11][CH2:10]3)[S:8][C:4]=2[CH:3]=1 |f:1.2|. Procedure details: A mixture of [3-{2-[1-(6-chlorobenzothiazole-2-yl)piperidine-4-yl]ethoxy}-4-methylphenyl]acetonitrile (1.14 g; 2.68 mmol), sodium hydroxide (0.54 g; 13.5 mmol), water (1.6 ml) and ethanol (21 ml) was stirred at 80° C. for 6 hours. The reaction solution was concentrated under reduced pressure and became pH=7 with 2N-aqueous hydrochloric acid. The precipitate was collected to give 3-{2-[1-(6-chlorobenzothiazole-2-yl)piperidine-4-yl]ethoxy}-4-methylphenyl acetic acid as colorless crystal (0.63 g; 5... Reactants: COC(=O)CBr, CN(C)C=O, C(=Cc1ccc[nH]1)c1ccccc1, [H-], [Na+], O. Product: COC(=O)Cn1cccc1C=Cc1ccccc1. Reaction SMILES: [Br:16][CH2:17][C:18](=[O:19])[O:20][CH3:21].[CH3:23][N:24]([CH3:25])[CH:26]=[O:27].[CH:3](=[CH:4][c:5]1[cH:6][cH:7][cH:8][cH:9][cH:10]1)[c:11]1[nH:12][cH:13][cH:14][cH:15]1.[H-:1].[Na+:2].[OH2:22]>>[CH:3](=[CH:4][c:5]1[cH:6][cH:7][cH:8][cH:9][cH:10]1)[c:11]1[n:12]([CH2:17][C:18](=[O:19])[O:20][CH3:21])[cH:13][cH:14][cH:15]1. The product is ClC=1C=C(C=2C(=C(ON2)C2=CC=CC=C2)C1)C (5-Chloro-7-methyl-3-phenyl-2,1-benzisoxazole). RXN SMILES: OO.C(O)(=O)C.[NH2:7][C:8]1[C:13]([CH3:14])=[CH:12][C:11]([Cl:15])=[CH:10][C:9]=1[C:16]([C:18]1[CH:23]=[CH:22][CH:21]=[CH:20][CH:19]=1)=[O:17]>O>[Cl:15][C:11]1[CH:12]=[C:13]([CH3:14])[C:8]2[C:9]([CH:10]=1)=[C:16]([C:18]1[CH:23]=[CH:22][CH:21]=[CH:20][CH:19]=1)[O:17][N:7]=2. Yield: 49.8%. Starting materials: OO (hydrogen peroxide), C(C)(=O)O (acetic acid), NC1=C(C=C(C=C1C)Cl)C(=O)C1=CC=CC=C1 ((2-amino-5-chloro-3-methylphenyl)phenylmethanone). Conditions: time 8 hour. Procedure details: A solution of 175 ml of 30% hydrogen peroxide and 600 ml of glacial acetic acid was heated on a steam bath for 1 hr and cooled. The solution was treated with 36.8 g (0.15 mole) of (2-amino-5-chloro-3-methylphenyl)phenylmethanone and the mixture was heated at 55°-70° C. for 7 hr and let stand overnight at ambient temperature. The mixture was diluted with 2 liters of water and the solid was collected by filtration, washed with water and dried. The solid was recrystallized from 2-propanol to yield ... Run in O (water). Starting materials: COc1ccc(Cl)cc1[Mg]Br, [Cl-], Cc1c(Cl)ccc2c1C(=O)C(=O)N2, [H-], [NH4+], [Na+], C1CCOC1. Yields the product COc1ccc(Cl)cc1C1(O)C(=O)Nc2ccc(Cl)c(C)c21. As a reaction SMILES: [Br:16][Mg:17][c:18]1[c:19]([O:25][CH3:26])[cH:20][cH:21][c:22]([Cl:24])[cH:23]1.[Cl-:27].[Cl:1][c:2]1[c:3]([CH3:13])[c:4]2[c:8]([cH:9][cH:10]1)[NH:7][C:6](=[O:11])[C:5]2=[O:12].[H-:14].[NH4+:28].[Na+:15].[O:29]1[CH2:30][CH2:31][CH2:32][CH2:33]1>>[Cl:1][c:2]1[c:3]([CH3:13])[c:4]2[c:8]([cH:9][cH:10]1)[NH:7][C:6](=[O:11])[C:5]2([OH:12])[c:18]1[c:19]([O:25][CH3:26])[cH:20][cH:21][c:22]([Cl:24])[cH:23]1. The reactants are CC(CC(C#C)OC1OCCCC1)(CCC)C (5,5-dimethyl-3-tetrahydropyranyloxy-1-octyne), C(C)(C(C)C)BC(C)C(C)C (disiamylborane), [Br-] (bromide). Run in C(Cl)(Cl)(Cl)Cl (carbon tetrachloride), C(Cl)(Cl)(Cl)Cl (carbon tetrachloride). Product: Br\C=C\C(CC(CCC)(C)C)OC1OCCCC1 (1-bromo-5,5-dimethyl-3-tetrahydropyranyloxy-trans-1-octene). RXN SMILES: [CH3:1][C:2]([CH3:17])([CH2:14][CH2:15][CH3:16])[CH2:3][CH:4]([O:7][CH:8]1[CH2:13][CH2:12][CH2:11][CH2:10][O:9]1)[C:5]#[CH:6].C(BC(C(C)C)C)(C(C)C)C.[Br-:29]>C(Cl)(Cl)(Cl)Cl>[Br:29]/[CH:6]=[CH:5]/[CH:4]([O:7][CH:8]1[CH2:13][CH2:12][CH2:11][CH2:10][O:9]1)[CH2:3][C:2]([CH3:17])([CH3:1])[CH2:14][CH2:15][CH3:16]. Reported procedure: Treatment of 7.15 g. (30 moles) of 5,5-dimethyl-3-tetrahydropyranyloxy-1-octyne (Example 999) with 33 moles of disiamylborane in carbon tetrachloride followed by 30 moles of bromide in carbon tetrachloride, refluxing the resulting mixture, and isolation by chromatography on silica gel, all as described in Example 1173 gives the title compound. Reactants: 2-substituted 3-(1-methyl-1H-imidazol-2-yl) 2H-1-benzopyran-6-ols, 1R, 122, COC=1C=CC2=C(C(C(C(O2)CCC2=CC=CC=C2)C=2N(C=CN2)C)O)C1 (6-methoxy-2-(2-phenylethyl)-3-(1-methyl-1H-imidazol-2-yl) 2,3-dihydro-4H-1-benzopyran-4-ol), O=P12OP3(=O)OP(=O)(O1)OP(=O)(O2)O3 (phosphorous pentoxide). Run in C1=CC=CC=C1 (benzene). Yields the product COC=1C=CC2=C(C=C(C(O2)CCC2=CC=CC=C2)C=2N(C=CN2)C)C1 (6-methoxy-2-(2-phenylethyl)-3-(1-methyl-1H-imidazol-2-yl) 2H-1-benzopyran). As a reaction SMILES: [CH3:1][O:2][C:3]1[CH:4]=[CH:5][C:6]2[O:11][CH:10]([CH2:12][CH2:13][C:14]3[CH:19]=[CH:18][CH:17]=[CH:16][CH:15]=3)[CH:9]([C:20]3[N:21]([CH3:25])[CH:22]=[CH:23][N:24]=3)[CH:8](O)[C:7]=2[CH:27]=1.O=P12OP3(OP(OP(O3)(O1)=O)(=O)O2)=O>C1C=CC=CC=1>[CH3:1][O:2][C:3]1[CH:4]=[CH:5][C:6]2[O:11][CH:10]([CH2:12][CH2:13][C:14]3[CH:19]=[CH:18][CH:17]=[CH:16][CH:15]=3)[C:9]([C:20]3[N:21]([CH3:25])[CH:22]=[CH:23][N:24]=3)=[CH:8][C:7]=2[CH:27]=1. Procedure: By proceeding analogously similar 2-substituted 3-(1-methyl-1H-imidazol-2-yl) 2H-1-benzopyran-6-ols can be prepared. The above 6-methoxy-2-(2-phenylethyl)-3-(1-methyl-1H-imidazol-2-yl) 2H-1-benzopyran is prepared by refluxing for 2 hours a mixture of 6-methoxy-2-(2-phenylethyl)-3-(1-methyl-1H-imidazol-2-yl) 2,3-dihydro-4H-1-benzopyran-4-ol (2 g) (prepared following the procedure described in J. Het. Chem. (1984) 21, 311), phosphorous pentoxide (2 g) and Amberlite® 1R 122 (20 mg) in anhydrous ben... Reactants: CCCCOC(=O)C(NC(=O)OC(C)(C)C)OC(C)=O, c1cc[nH]c1. Yields the product CCCCOC(=O)C(NC(=O)OC(C)(C)C)c1ccc[nH]1. RXN SMILES: [CH2:1]([CH2:2][CH2:3][CH3:4])[O:5][C:6]([CH:7]([NH:8][C:9](=[O:10])[O:11][C:12]([CH3:13])([CH3:14])[CH3:15])[O:16][C:17](=[O:18])[CH3:19])=[O:20].[nH:21]1[cH:22][cH:23][cH:24][cH:25]1>>[CH2:1]([CH2:2][CH2:3][CH3:4])[O:5][C:6]([CH:7]([NH:8][C:9](=[O:10])[O:11][C:12]([CH3:13])([CH3:14])[CH3:15])[c:22]1[nH:21][cH:25][cH:24][cH:23]1)=[O:20].